Dataset: the Open Reaction Database (ORD), a public repository of structured organic reaction records. Task: describe an organic reaction: reactants, conditions, products, and yield RXN SMILES: O[CH:2]([C:22]1[CH:23]=[C:24]2[C:29](=[CH:30][CH:31]=1)[C:28](=[O:32])[O:27][C@H:26]([CH3:33])[CH2:25]2)[CH2:3][N:4]1[CH2:9][CH2:8][N:7]([C:10]([O:12][CH2:13][C:14]2[CH:19]=[CH:18][CH:17]=[CH:16][CH:15]=2)=[O:11])[CH2:6][C@H:5]1[CH2:20]O.S(Cl)(Cl)=O.[CH2:38]([NH2:41])[CH:39]=[CH2:40].[I-].[Na+]>C(OCC)(=O)C>[CH2:38]([N:41]1[CH:2]([C:22]2[CH:23]=[C:24]3[C:29](=[CH:30][CH:31]=2)[C:28](=[O:32])[O:27][C@H:26]([CH3:33])[CH2:25]3)[CH2:3][N:4]2[CH2:9][CH2:8][N:7]([C:10]([O:12][CH2:13][C:14]3[CH:19]=[CH:18][CH:17]=[CH:16][CH:15]=3)=[O:11])[CH2:6][C@H:5]2[CH2:20]1)[CH:39]=[CH2:40] |f:3.4|. Reactants: [I-].[Na+] (sodium iodide), OC(CN1[C@@H](CN(CC1)C(=O)OCC1=CC=CC=C1)CO)C=1C=C2C[C@H](OC(C2=CC1)=O)C ((3S)-benzyl 4-(2-hydroxy-2-((R)-3-methyl-1-oxoisochroman-6-yl)ethyl)-3-(hydroxymethyl)piperazine-1-carboxylate), S(=O)(Cl)Cl (thionyl chloride), C(C=C)N (allylamine). Run at temperature 90 celsius. The solvent is C(C)(=O)OCC (ethyl acetate). The product is C(C=C)N1C[C@H]2N(CCN(C2)C(=O)OCC2=CC=CC=C2)CC1C=1C=C2C[C@H](OC(C2=CC1)=O)C ((9aR)-benzyl 8-allyl-7-((R)-3-methyl-1-oxoisochroman-6-yl)hexahydro-1H-pyrazino[1,2-a]pyrazine-2(6H)-carboxylate). Procedure details: A solution of (3S)-benzyl 4-(2-hydroxy-2-((R)-3-methyl-1-oxoisochroman-6-yl)ethyl)-3-(hydroxymethyl)piperazine-1-carboxylate (2.07 g, 4.55 mmol) in thionyl chloride (30.0 mL, 411 mmol) was heated at reflux for 1 h. After removing the volatiles, the residue was dissolved in N,N-dimethylformamide (20 mL) and treated with allylamine (1.879 mL, 25.05 mmol) at 0° C. The resulting solution was treated with sodium iodide (0.0680 g, 0.455 mmol) and heated at 90° C. for 1 h. The solution was diluted in e... Starting materials: BrC1=CC(=NC=C1)Cl (4-bromo-2-chloro-pyridine), COC1=C(C=CC=C1)B(O)O ((2-methoxyphenyl)boronic acid), C(=O)([O-])[O-].[K+].[K+] (K2CO3). The reagents and catalysts are Cl[Pd]([P](C1=CC=CC=C1)(C2=CC=CC=C2)C3=CC=CC=C3)([P](C4=CC=CC=C4)(C5=CC=CC=C5)C6=CC=CC=C6)Cl (Pd(PPh3)2Cl2). Solvent: COCCOC.O (DME water), C(Cl)Cl (DCM). Yields the product ClC1=NC=CC(=C1)C1=C(C=CC=C1)OC (2-Chloro-4-(2-methoxyphenyl)pyridine). Yield: 52.5%. RXN SMILES: Br[C:2]1[CH:7]=[CH:6][N:5]=[C:4]([Cl:8])[CH:3]=1.[CH3:9][O:10][C:11]1[CH:16]=[CH:15][CH:14]=[CH:13][C:12]=1B(O)O.C([O-])([O-])=O.[K+].[K+]>COCCOC.O.C(Cl)Cl.Cl[Pd](Cl)([P](C1C=CC=CC=1)(C1C=CC=CC=1)C1C=CC=CC=1)[P](C1C=CC=CC=1)(C1C=CC=CC=1)C1C=CC=CC=1>[Cl:8][C:4]1[CH:3]=[C:2]([C:12]2[CH:13]=[CH:14][CH:15]=[CH:16][C:11]=2[O:10][CH3:9])[CH:7]=[CH:6][N:5]=1 |f:2.3.4,5.6,^1:38,57|. Procedure details: To a solution of 4-bromo-2-chloro-pyridine (1.0 g, 5.2 mmol) in DME/water 10:1 (15 mL) was added (2-methoxyphenyl)boronic acid (0.79 g, 5.2 mmol), Pd(PPh3)2Cl2 (240 mg, 0.34 mmol), and K2CO3 (1.8 g, 13.0 mmol). The mixture was heated with reflux for 6 hours. It was diluted with DCM, washed three times with water, dried over MgSO4, and concentrated under reduced pressure. The residue was purified by flash chromatography (silica gel, DCM/MeOH 100:0 to 90:10) to give the title compound A1 (0.6 g, 5... The reactants are C[C@@H](CN)O (S-(+)-1-amino-2-propanol), [N+](=O)(O)[O-] (nitric acid), [N+](=O)(O)[O-] (nitric acid), C(C)(=O)OC(C)=O (acetic anhydride). The product is [N+](=O)(O)[O-].[N+](=O)([O-])O[C@H](CN)C ((2S)-2-(Nitrooxy)propylamine nitric acid salt). Reaction SMILES: [CH3:1][C@H:2]([OH:5])[CH2:3][NH2:4].[N+:6]([O-:9])([OH:8])=[O:7].C(OC(=O)C)(=O)C>>[N+:6]([O-:9])([OH:8])=[O:7].[N+:6]([O:5][C@@H:2]([CH3:1])[CH2:3][NH2:4])([O-:8])=[O:7] |f:3.4|. Procedure details: The procedure described for Example 10a was used with S-(+)-1-amino-2-propanol (960 mg, 12.8 mmol), fuming nitric acid (0.62 mL) and acetic anhydride (9.7 ml) and 2.7 mL fuming nitric acid (2.7 ml) to give the title compound as a light green solid in quantitative yield. 1H NMR (CDCl3, 300 MHz) δ 8.08 (s, 3H), 5.32 (m, 1H), 3.24-3.06 (m, 2H), 1.34 (d, J=6.4 Hz, 3H). 13C NMR (CDCl3, 75.45 MHz) δ 78.1, 40.8, 15.9. LRMS (APlMS) m/z 121 (M−HNO3 +H)+.